Dataset: the Open Reaction Database (ORD), a public repository of structured organic reaction records. Task: describe an organic reaction: reactants, conditions, products, and yield The product is CC(C)Nc1ccc(Cl)cc1C(=O)N(CCc1cccc(C(F)(F)F)c1)Cc1ccc(C2CCCC2)cc1. Reaction SMILES: [B-:40]([F:41])([F:42])([F:43])[F:44].[CH:15]1([c:20]2[cH:21][cH:22][c:23]([CH2:24][NH:25][CH2:26][CH2:27][c:28]3[cH:29][c:30]([C:34]([F:35])([F:36])[F:37])[cH:31][cH:32][cH:33]3)[cH:38][cH:39]2)[CH2:16][CH2:17][CH2:18][CH2:19]1.[CH:62]([N:63]([CH2:64][CH3:65])[CH:66]([CH3:67])[CH3:68])([CH3:69])[CH3:70].[Cl:1][c:2]1[cH:3][cH:4][c:5]([NH:11][CH:12]([CH3:13])[CH3:14])[c:6]([C:7](=[O:8])[OH:9])[cH:10]1.[O:71]=[CH:72][N:73]([CH3:74])[CH3:75].[OH2:76].[n:45]1([O:46][C:47]([N:48]([CH3:49])[CH3:50])=[N+:51]([CH3:52])[CH3:53])[c:54]2[cH:55][cH:56][cH:57][cH:58][c:59]2[n:60][n:61]1>>[Cl:1][c:2]1[cH:3][cH:4][c:5]([NH:11][CH:12]([CH3:13])[CH3:14])[c:6]([C:7](=[O:9])[N:25]([CH2:24][c:23]2[cH:22][cH:21][c:20]([CH:15]3[CH2:16][CH2:17][CH2:18][CH2:19]3)[cH:39][cH:38]2)[CH2:26][CH2:27][c:28]2[cH:29][c:30]([C:34]([F:35])([F:36])[F:37])[cH:31][cH:32][cH:33]2)[cH:10]1. Starting materials: F[B-](F)(F)F, FC(F)(F)c1cccc(CCNCc2ccc(C3CCCC3)cc2)c1, CCN(C(C)C)C(C)C, CC(C)Nc1ccc(Cl)cc1C(=O)O, CN(C)C=O, O, CN(C)C(On1nnc2ccccc21)=[N+](C)C. Reactants: COC(=O)c1ccc(N(C)CC2(O)CCN(CCc3ccc(C#N)cc3)CC2)cc1, [H-], CI, [Na+], CN(C)C=O, O. Yields the product COC(=O)c1ccc(N(C)CC2(OC)CCN(CCc3ccc(C#N)cc3)CC2)cc1. As a reaction SMILES: [C:1](#[N:2])[c:3]1[cH:4][cH:5][c:6]([CH2:9][CH2:10][N:11]2[CH2:12][CH2:13][C:14]([OH:17])([CH2:18][N:19]([c:20]3[cH:21][cH:22][c:23]([C:24](=[O:25])[O:26][CH3:27])[cH:28][cH:29]3)[CH3:30])[CH2:15][CH2:16]2)[cH:7][cH:8]1.[H-:31].[I:33][CH3:34].[Na+:32].[O:36]=[CH:37][N:38]([CH3:39])[CH3:40].[OH2:35]>>[C:1](#[N:2])[c:3]1[cH:4][cH:5][c:6]([CH2:9][CH2:10][N:11]2[CH2:12][CH2:13][C:14]([O:17][CH3:34])([CH2:18][N:19]([c:20]3[cH:21][cH:22][c:23]([C:24](=[O:25])[O:26][CH3:27])[cH:28][cH:29]3)[CH3:30])[CH2:15][CH2:16]2)[cH:7][cH:8]1. Starting materials: CC(C(=O)OC)(CCCCOC1=NC(=CC(=C1)C1=CC=CC=C1)C1=CC=CC=C1)C (methyl 2,2-dimethyl-6-[(4,6-diphenyl-2-pyridyl) oxy]hexanoate), [OH-].[K+] (potassium hydroxide). The solvent is C(C)O (ethanol). The product is CC(C(=O)O)(CCCCOC1=NC(=CC(=C1)C1=CC=CC=C1)C1=CC=CC=C1)C (2,2-dimethyl-6-[(4,6-diphenyl-2-pyridyl)oxy]hexanoic acid). As a reaction SMILES: [CH3:1][C:2]([CH3:30])([CH2:7][CH2:8][CH2:9][CH2:10][O:11][C:12]1[CH:17]=[C:16]([C:18]2[CH:23]=[CH:22][CH:21]=[CH:20][CH:19]=2)[CH:15]=[C:14]([C:24]2[CH:29]=[CH:28][CH:27]=[CH:26][CH:25]=2)[N:13]=1)[C:3]([O:5]C)=[O:4].[OH-].[K+]>C(O)C>[CH3:1][C:2]([CH3:30])([CH2:7][CH2:8][CH2:9][CH2:10][O:11][C:12]1[CH:17]=[C:16]([C:18]2[CH:19]=[CH:20][CH:21]=[CH:22][CH:23]=2)[CH:15]=[C:14]([C:24]2[CH:25]=[CH:26][CH:27]=[CH:28][CH:29]=2)[N:13]=1)[C:3]([OH:5])=[O:4] |f:1.2|. Reported procedure: The procedure in Example 6 is followed but using methyl 2,2-dimethyl-6-[(4,6-diphenyl-2-pyridyl) oxy]hexanoate (5 g), potassium hydroxide pellets (1.1 g) and ethanol (100 cc). The reaction mixture is refluxed for 24 hours. The product is purified by chromatography under pressure on silica gel (30-60 mm; eluent: n-hexane-ethyl acetate 8-2), white crystals (m.p.=115° C.) Reactants: Cl (hydrochloric acid), C(C)C1=CC2=C(N(C(N(C2=O)CC(=O)C2=CC=C(C=C2)OC)=O)CC2=CC=C(C=C2)C2=C(C=CC=C2)C2=NOC(N2)=O)S1 (6-ethyl-3-[2-(4-methoxyphenyl)-2-oxoethyl]-1-{[2′-(5-oxo-4,5-dihydro-1,2,4-oxadiazol-3-yl)biphenyl-4-yl]methyl}thieno[2,3-d]pyrimidine-2,4(1H,3H)-dione), Cl.NOCC(=O)OCC (ethyl (aminooxy)acetate hydrochloride), N1=CC=CC=C1 (pyridine). Run in O (water), C(Cl)(Cl)Cl (chloroform), C(C)O (ethanol). Conditions: temperature 100 celsius, time 16 hour. Product: C(C)C1=CC2=C(N(C(N(C2=O)CC(C2=CC=C(C=C2)OC)=NOCC(=O)OCC)=O)CC2=CC=C(C=C2)C2=C(C=CC=C2)C2=NOC(N2)=O)S1 (ethyl ({[2-[6-ethyl-2,4-dioxo-1-{[2′-(5-oxo-4,5-dihydro-1,2,4-oxadiazol-3-yl)biphenyl-4-yl]methyl}-1,4-dihydrothieno[2,3-d]pyrimidin-3(2H)-yl]-1-(4-methoxyphenyl)ethylidene]amino}oxy)acetate), mixture. Isolated yield 26.0%. RXN SMILES: [CH2:1]([C:3]1[S:43][C:6]2[N:7]([CH2:24][C:25]3[CH:30]=[CH:29][C:28]([C:31]4[CH:36]=[CH:35][CH:34]=[CH:33][C:32]=4[C:37]4[NH:41][C:40](=[O:42])[O:39][N:38]=4)=[CH:27][CH:26]=3)[C:8](=[O:23])[N:9]([CH2:12][C:13]([C:15]3[CH:20]=[CH:19][C:18]([O:21][CH3:22])=[CH:17][CH:16]=3)=O)[C:10](=[O:11])[C:5]=2[CH:4]=1)[CH3:2].Cl.[NH2:45][O:46][CH2:47][C:48]([O:50][CH2:51][CH3:52])=[O:49].N1C=CC=CC=1.Cl>O.C(Cl)(Cl)Cl.C(O)C>[CH2:1]([C:3]1[S:43][C:6]2[N:7]([CH2:24][C:25]3[CH:30]=[CH:29][C:28]([C:31]4[CH:36]=[CH:35][CH:34]=[CH:33][C:32]=4[C:37]4[NH:41][C:40](=[O:42])[O:39][N:38]=4)=[CH:27][CH:26]=3)[C:8](=[O:23])[N:9]([CH2:12][C:13](=[N:45][O:46][CH2:47][C:48]([O:50][CH2:51][CH3:52])=[O:49])[C:15]3[CH:20]=[CH:19][C:18]([O:21][CH3:22])=[CH:17][CH:16]=3)[C:10](=[O:11])[C:5]=2[CH:4]=1)[CH3:2] |f:1.2|. Reported procedure: A mixture of 6-ethyl-3-[2-(4-methoxyphenyl)-2-oxoethyl]-1-{[2′-(5-oxo-4,5-dihydro-1,2,4-oxadiazol-3-yl)biphenyl-4-yl]methyl}thieno[2,3-d]pyrimidine-2,4(1H,3H)-dione (0.2 g), ethyl (aminooxy)acetate hydrochloride (0.053 g), pyridine (10 mL) and ethanol (10 mL) was stirred at 100° C. for 16 hr. To the reaction mixture were added chloroform and water, and the mixture was adjusted to pH 4 with 1N hydrochloric acid. The chloroform layer was washed with saturated brine, and dried over anhydrous magnes... The product is C(C1=CC=CC=C1)N1C=C(C=2CNCCC21)C2=CC=C(C=C2)Br (1-Benzyl-3-(4-bromo-phenyl)-4,5,6,7-tetrahydro-1H-pyrrolo[3,2-c]pyridine). Isolated yield 74.9%. Run in C(C1=CC=CC=C1)N (benzylamine). RXN SMILES: C(OC([N:8]1[CH2:13][CH2:12][C:11](=O)[CH2:10][CH2:9]1)=O)(C)(C)C.[Br:15][C:16]1[CH:21]=[CH:20][C:19]([CH:22]=[CH:23][N+:24]([O-])=O)=[CH:18][CH:17]=1>C(N)C1C=CC=CC=1>[CH2:22]([N:24]1[C:11]2[CH2:10][CH2:9][NH:8][CH2:13][C:12]=2[C:22]([C:19]2[CH:20]=[CH:21][C:16]([Br:15])=[CH:17][CH:18]=2)=[CH:23]1)[C:19]1[CH:20]=[CH:21][CH:16]=[CH:17][CH:18]=1. Procedure details: The title compound (0.38 g) was prepared from 0.66 g of 4-oxo-piperidine-1-carboxylic acid tert-butyl ester, 300 μL of benzylamine, and 0.63 g of 1-bromo-4-(2-nitro-vinyl)-benzene. MS (ESI): exact mass calculated for C20H19BrN2, 366.07. found, m/z 367.1 [M+H]+. 1H NMR (500 MHz, CD3OD): 7.51-7.48 (m, 2H), 7.36-7.32 (m, 2H), 7.30-7.25 (m, 3H), 7.19-7.16 (m, 2H), 5.14 (s, 2H), 4.35 (s, 2H), 3.50 (t, J=6.3 Hz, 2H), 2.87 (t, J=6.3 Hz, 2H). The reactants are C(C)(C)(C)OC(=O)N1CCC(CC1)=O (4-oxo-piperidine-1-carboxylic acid tert-butyl ester), BrC1=CC=C(C=C1)C=C[N+](=O)[O-] (1-bromo-4-(2-nitro-vinyl)-benzene). Starting materials: COC(=O)c1ccc(N)c(C)c1, ClC1=NCCN1. Product: COC(=O)c1ccc(N=C2NCCN2)c(C)c1. RXN SMILES: [CH3:1][O:2][C:3](=[O:4])[c:5]1[cH:6][c:7]([CH3:12])[c:8]([NH2:9])[cH:10][cH:11]1.[Cl:13][C:14]1=[N:18][CH2:17][CH2:16][NH:15]1>>[CH3:1][O:2][C:3](=[O:4])[c:5]1[cH:6][c:7]([CH3:12])[c:8]([N:9]=[C:14]2[NH:15][CH2:16][CH2:17][NH:18]2)[cH:10][cH:11]1. The reactants are C1CCOC1, CO, COC(=O)C1CC2CCC1CC2=O, O, O. The product is O=C1CC2CCC1CC2C(=O)O. Reaction SMILES: [CH2:14]1[O:15][CH2:16][CH2:17][CH2:18]1.[CH3:19][OH:20].[CH3:1][O:2][C:3](=[O:4])[CH:5]1[CH:6]2[CH2:7][C:8](=[O:13])[CH:9]([CH2:10]1)[CH2:11][CH2:12]2.[OH2:21].[OH2:22]>>[O:2]=[C:3]([OH:4])[CH:5]1[CH:6]2[CH2:7][C:8](=[O:13])[CH:9]([CH2:10]1)[CH2:11][CH2:12]2. Reactants: C1(=CC=CC=C1)N1C(=NC2=C1C=C(C=C2)C)C2=CC=CC=C2 (1,2-diphenyl-6-methyl-1H-benzimidazole), [N+](=O)([O-])[O-].[NH4+].[Ce] (cerium ammonium nitrate), C([O-])(O)=O.[Na+] (sodium bicarbonate). The solvent is S(O)(O)(=O)=O (sulfuric acid). Run at temperature 80 celsius, time 2.5 hour. Yields the product C1(=CC=CC=C1)N1C(=NC2=C1C=C(C=C2)C=O)C2=CC=CC=C2 (1,2-Diphenyl-1H-benzimidazole-6-carbaldehyde). RXN SMILES: [C:1]1([N:7]2[C:11]3[CH:12]=[C:13]([CH3:16])[CH:14]=[CH:15][C:10]=3[N:9]=[C:8]2[C:17]2[CH:22]=[CH:21][CH:20]=[CH:19][CH:18]=2)[CH:6]=[CH:5][CH:4]=[CH:3][CH:2]=1.[N+]([O-])([O-])=[O:24].[NH4+].[Ce].C(=O)(O)[O-].[Na+]>S(=O)(=O)(O)O>[C:1]1([N:7]2[C:11]3[CH:12]=[C:13]([CH:16]=[O:24])[CH:14]=[CH:15][C:10]=3[N:9]=[C:8]2[C:17]2[CH:18]=[CH:19][CH:20]=[CH:21][CH:22]=2)[CH:6]=[CH:5][CH:4]=[CH:3][CH:2]=1 |f:1.2.3,4.5|. Procedure details: 1 g of 1,2-diphenyl-6-methyl-1H-benzimidazole was suspended in 31 ml of 40% sulfuric acid and mixed with 13.5 g of cerium ammonium nitrate. It was allowed to stir for 2.5 hours at 80° C., cooled to 20° C., and carefully stirred into saturated aqueous sodium bicarbonate solution. The mixture was extracted three times with ethyl acetate, the combined extracts were washed with saturated aqueous sodium chloride solution, dried on sodium sulfate solution and evaporated to the dry state in a vacuum. T... Reactants: C1(=CC=CC=C1)B(O)O (phenylboronic acid), NC=1N=CC(=C2C1OC=C2Cl)C=2C=NN(C2)C2CCN(CC2)C(=O)OC(C)(C)C (tert-butyl 4-[4-(7-amino-3-chlorofuro[2,3-c]pyridin-4-yl)-1H-pyrazol-1-yl]piperidine-1-carboxylate), (1,1′-bis(diphenylphosphino)ferrocene)palladium dichloride, C([O-])([O-])=O.[K+].[K+] (potassium carbonate). The solvent is O1CCOCC1 (1,4-dioxane), O (H2O). The product is NC=1N=CC(=C2C1OC(=C2Cl)C2=CC=CC=C2)C=2C=NN(C2)C2CCN(CC2)C(=O)OC(C)(C)C (tert-butyl 4-[4-(7-amino-3-chloro-2-phenylfuro[2,3-c]pyridin-4-yl)-1H-pyrazol-1-yl]piperidine-1-carboxylate). As a reaction SMILES: [C:1]1(B(O)O)[CH:6]=[CH:5][CH:4]=[CH:3][CH:2]=1.[NH2:10][C:11]1[N:12]=[CH:13][C:14]([C:21]2[CH:22]=[N:23][N:24]([CH:26]3[CH2:31][CH2:30][N:29]([C:32]([O:34][C:35]([CH3:38])([CH3:37])[CH3:36])=[O:33])[CH2:28][CH2:27]3)[CH:25]=2)=[C:15]2[C:19]([Cl:20])=[CH:18][O:17][C:16]=12.C(=O)([O-])[O-].[K+].[K+]>O1CCOCC1.O>[NH2:10][C:11]1[N:12]=[CH:13][C:14]([C:21]2[CH:22]=[N:23][N:24]([CH:26]3[CH2:27][CH2:28][N:29]([C:32]([O:34][C:35]([CH3:38])([CH3:37])[CH3:36])=[O:33])[CH2:30][CH2:31]3)[CH:25]=2)=[C:15]2[C:19]([Cl:20])=[C:18]([C:1]3[CH:6]=[CH:5][CH:4]=[CH:3][CH:2]=3)[O:17][C:16]=12 |f:2.3.4|. Procedure details: A solution of phenylboronic acid (35.0 mg, 287 μmol), tert-butyl 4-[4-(7-amino-3-chlorofuro[2,3-c]pyridin-4-yl)-1H-pyrazol-1-yl]piperidine-1-carboxylate (65 mg, 144 μmol), (1,1′-bis(diphenylphosphino)ferrocene)palladium dichloride (10.5 mg, 14.4 μmol), potassium carbonate (29.8 mg, 216 μmol) in 1,4-dioxane (785 μL) and H2O (259 μL) was evacuated and filled with argon three times. The mixture was irradiated in a microwave reactor at 100° C. for 40 min. The reaction mixture was partitioned between... Starting materials: C(C(C)C)(=O)O (isobutyric acid), [OH-].C[N+](C)(C)C (tetramethylammonium hydroxide). Product: C(C(C)C)(=O)[O-].C[N+](C)(C)C (Tetramethylammonium Isobutyrate). RXN SMILES: [C:1]([OH:6])(=[O:5])[CH:2]([CH3:4])[CH3:3].[OH-].[CH3:8][N+:9]([CH3:12])([CH3:11])[CH3:10]>>[C:1]([O-:6])(=[O:5])[CH:2]([CH3:4])[CH3:3].[CH3:8][N+:9]([CH3:12])([CH3:11])[CH3:10] |f:1.2,3.4|. Reported procedure: To a 20 L round bottom flask was added isobutyric acid (1300 mL, 14 mol), and an aqueous solution of 25% tetramethylammonium hydroxide (5 L, 14 mol). The water was removed under reduced pressure and azeotroped with toluene (2×2 L) to leave the product (13) as an amber liquid, which was used without further purification.